Dataset: the Open Reaction Database (ORD), a public repository of structured organic reaction records. Task: describe an organic reaction: reactants, conditions, products, and yield The reactants are [OH-].[Na+] (sodium hydroxide), C(CCC)OCCOC1=CC=C(C=C1)C=1C=CC2=C(C=C(CCN2)C(=O)OC)C1 (methyl 7-[4-(2-butoxyethoxy)phenyl]-2,3-dihydro-1H-1-benzazepine-4-carboxylate), C(CC)=O (propionaldehyde), C(C)(=O)O[BH-](OC(C)=O)OC(C)=O.[Na+] (sodium triacetoxyborohydride). The solvent is ClCCCl (1,2-dichloroethane). Reaction conditions: time 24 hour. The product is C(CCC)OCCOC1=CC=C(C=C1)C=1C=CC2=C(C=C(CCN2CCC)C(=O)O)C1 (7-[4-(2-butoxyethoxy)phenyl]-1-propyl-2,3-dihydro-1H-1-benzazepine-4-carboxylic acid). Yield: 83.5%. Reaction SMILES: [CH2:1]([O:5][CH2:6][CH2:7][O:8][C:9]1[CH:14]=[CH:13][C:12]([C:15]2[CH:16]=[CH:17][C:18]3[NH:24][CH2:23][CH2:22][C:21]([C:25]([O:27]C)=[O:26])=[CH:20][C:19]=3[CH:29]=2)=[CH:11][CH:10]=1)[CH2:2][CH2:3][CH3:4].[CH:30](=O)[CH2:31][CH3:32].C(O[BH-](OC(=O)C)OC(=O)C)(=O)C.[Na+].[OH-].[Na+]>ClCCCl>[CH2:1]([O:5][CH2:6][CH2:7][O:8][C:9]1[CH:14]=[CH:13][C:12]([C:15]2[CH:16]=[CH:17][C:18]3[N:24]([CH2:30][CH2:31][CH3:32])[CH2:23][CH2:22][C:21]([C:25]([OH:27])=[O:26])=[CH:20][C:19]=3[CH:29]=2)=[CH:11][CH:10]=1)[CH2:2][CH2:3][CH3:4] |f:2.3,4.5|. Reported procedure: To a solution of methyl 7-[4-(2-butoxyethoxy)phenyl]-2,3-dihydro-1H-1-benzazepine-4-carboxylate (1.0 g, 2.53 mmol) and propionaldehyde (1 ml, 13.86 mmol) in 1,2-dichloroethane (30 ml) was added sodium triacetoxyborohydride (1.9 g, 8.96 mmol) at room temperature, and the mixture was stirred for 24 hours. To the reaction system was added 1N sodium hydroxide solution, and the mixture was extracted with ethyl acetate. The organic layer was washed with water and saturated brine and dried with magnesi... The reactants are [Cl-].[Al+3].[Cl-].[Cl-] (aluminium chloride), crude product, ClC1=CC=C(C=C1)C1=CCC(CC1)CCC1CCC2(OCCO2)CC1 (4-chloro-1-[4-(2-(1,4-dioxa-8-spiro[4.5]decyl)ethyl)-1-cyclohexenyl]benzene), [H][H] (hydrogen), ice water. The reagents and catalysts are [Pd] (palladium/carbon). Run in C(Cl)Cl (methylene chloride), C(Cl)Cl (methylene chloride), C1(=CC=CC=C1)C (toluene). The product is ClC1=CC=C(C=C1)[C@@H]1CC[C@H](CC1)CCC1CCC2(OCCO2)CC1 (4-chloro-1-[trans-4-[2-(1,4-dioxa-8-spiro[4.5]decyl)ethyl]cyclohexyl]benzene). Reaction SMILES: [Cl:1][C:2]1[CH:7]=[CH:6][C:5]([C:8]2[CH2:13][CH2:12][CH:11]([CH2:14][CH2:15][CH:16]3[CH2:25][CH2:24][C:19]4([O:23][CH2:22][CH2:21][O:20]4)[CH2:18][CH2:17]3)[CH2:10][CH:9]=2)=[CH:4][CH:3]=1.[H][H].[Cl-].[Al+3].[Cl-].[Cl-]>C1(C)C=CC=CC=1.C(Cl)Cl.[Pd]>[Cl:1][C:2]1[CH:3]=[CH:4][C:5]([C@H:8]2[CH2:9][CH2:10][C@H:11]([CH2:14][CH2:15][CH:16]3[CH2:17][CH2:18][C:19]4([O:20][CH2:21][CH2:22][O:23]4)[CH2:24][CH2:25]3)[CH2:12][CH2:13]2)=[CH:6][CH:7]=1 |f:2.3.4.5|. Procedure: A solution of 35.0 g of 4-chloro-1-[4-(2-(1,4-dioxa-8-spiro[4.5]decyl)ethyl)-1-cyclohexenyl]benzene in 1 l of toluene is treated with 2.6 g of palladium/carbon (10%) and hydrogenated at room temperature under normal pressure until the uptake of hydrogen comes to a standstill. Thereafter, the reaction mixture is filtered and the filtrate is concentrated, there being obtained crude 4-chloro-1-[4-(2-(1,4-dioxa-8-spiro[4.5]decyl)ethyl)cyclohexyl]benzene. A suspension of 32.8 g of aluminium chloride ... As a reaction SMILES: [Br:1][C:2]1[O:3][C:4]2[CH:16]=[CH:15][C:14]([CH2:17][S:18][CH3:19])=[CH:13][C:5]=2[C:6]=1[C:7]1[CH:12]=[CH:11][CH:10]=[CH:9][CH:8]=1.BrC1[O:22]C2C=CC(CBr)=CC=2C=1C1C=CC=CC=1.CS.ClC1C=CC=C(C(OO)=O)C=1>C(Cl)(Cl)Cl>[Br:1][C:2]1[O:3][C:4]2[CH:16]=[CH:15][C:14]([CH2:17][S:18]([CH3:19])=[O:22])=[CH:13][C:5]=2[C:6]=1[C:7]1[CH:8]=[CH:9][CH:10]=[CH:11][CH:12]=1. Product: BrC=1OC2=C(C1C1=CC=CC=C1)C=C(C=C2)CS(=O)C (2-bromo-5-methylsulfinylmethyl-3-phenylbenzofuran). The reactants are peracid, BrC=1OC2=C(C1C1=CC=CC=C1)C=C(C=C2)CSC (2-bromo-5-methylthiomethyl-3-phenylbenzofuran), ClC1=CC(=CC=C1)C(=O)OO (3-chloroperbenzoic acid), BrC=1OC2=C(C1C1=CC=CC=C1)C=C(C=C2)CBr (2-bromo-5-bromomethyl-3-phenylbenzofuran), CS (methyl mercaptan). Procedure details: To a stirred, cold solution of 7.8 g. of 2-bromo-5-methylthiomethyl-3-phenylbenzofuran (prepared by reacting 2-bromo-5-bromomethyl-3-phenylbenzofuran with methyl mercaptan according to the procedure of Example 18 hereof) in 100 ml. of chloroform is added dropwise 4.73 g. of 3-chloroperbenzoic acid in chloroform at 0° C. After three hours an addition 0.3 g. of the peracid is added and 30 minutes later the solution is washed with cold 5 percent sodium hydroxide solution, then with saturated sodium... Solvent: C(Cl)(Cl)Cl (chloroform), C(Cl)(Cl)Cl (chloroform). Starting materials: Cl.COC([C@@H](N)CO)=O (L-serine-methylester hydrochloride), aqueous solution, [OH-].[Na+] (sodium hydroxide), ClC(=O)OCC1=CC=CC=C1 (benzyl chloroformate). The solvent is O (water). The product is OC[C@@H](C(=O)OC)NC(=O)OCC1=CC=CC=C1 (methyl 3-hydroxy-(S)-2-benzyloxycarbonylamino-propionate). Isolated yield 95.0%. As a reaction SMILES: Cl.[CH3:2][O:3][C:4](=[O:9])[C@H:5]([CH2:7][OH:8])[NH2:6].Cl[C:11]([O:13][CH2:14][C:15]1[CH:20]=[CH:19][CH:18]=[CH:17][CH:16]=1)=[O:12].[OH-].[Na+]>O>[OH:8][CH2:7][C@H:5]([NH:6][C:11]([O:13][CH2:14][C:15]1[CH:20]=[CH:19][CH:18]=[CH:17][CH:16]=1)=[O:12])[C:4]([O:3][CH3:2])=[O:9] |f:0.1,3.4|. Procedure: To a solution of 24.01 g L-serine-methylester hydrochloride in 130 ml of water were added at 0° C. 29.8 g of benzyl chloroformate. The pH was kept at 6-7 by adding a 40% aqueous solution of sodium hydroxide. After 3 h at 0° C. the mixture was extracted with 5 portions of ethyl acetate, the combined extracts were dried and evaporated to give 37.12 g (95%) of pure methyl 3-hydroxy-(S)-2-benzyloxycarbonylamino-propionate. IR (neat): 3380 m (NH, OH), 1720 s, br. (C=O), 1540 s (amide II).